This data is from the Open Reaction Database (ORD), a public repository of structured organic reaction records. The task is: describe an organic reaction: reactants, conditions, products, and yield Starting materials: CO, COC(C)=O, O, c1cc(-c2nccs2)ccn1. Product: CC(=O)O, c1cc(-c2nccs2)ccn1. Reaction SMILES: [CH3:18][OH:19].[CH3:1][O:2][C:3]([CH3:4])=[O:5].[OH2:17].[n:6]1[cH:7][cH:8][c:9](-[c:12]2[s:13][cH:14][cH:15][n:16]2)[cH:10][cH:11]1>>[O:2]=[C:3]([CH3:4])[OH:5].[n:6]1[cH:7][cH:8][c:9](-[c:12]2[s:13][cH:14][cH:15][n:16]2)[cH:10][cH:11]1. Reactants: C(C)OC(=O)C1=C(C2=C(C(=N1)N1CCCCC1)N=C(S2)C2=CC=CC=C2)OCC2=CC=CC=C2 (7-benzyloxy-2-phenyl-4-piperidin-1-yl-thiazolo[4,5-c]pyridine-6-carboxylic acid ethyl ester). The reagents and catalysts are [Pd] (Pd/C). Solvent: C(C)O (ethanol), C(C)(=O)OCC (ethyl acetate). Reaction conditions: time 7 hour. The product is C(C)OC(=O)C1=C(C2=C(C(=N1)N1CCCCC1)N=C(S2)C2=CC=CC=C2)O (7-Hydroxy-2-phenyl-4-piperidin-1-yl-thiazolo[4,5-c]pyridine-6-carboxylic acid ethyl ester). The yield is 101.7%. RXN SMILES: [CH2:1]([O:3][C:4]([C:6]1[N:11]=[C:10]([N:12]2[CH2:17][CH2:16][CH2:15][CH2:14][CH2:13]2)[C:9]2[N:18]=[C:19]([C:21]3[CH:26]=[CH:25][CH:24]=[CH:23][CH:22]=3)[S:20][C:8]=2[C:7]=1[O:27]CC1C=CC=CC=1)=[O:5])[CH3:2]>C(O)C.C(OCC)(=O)C.[Pd]>[CH2:1]([O:3][C:4]([C:6]1[N:11]=[C:10]([N:12]2[CH2:13][CH2:14][CH2:15][CH2:16][CH2:17]2)[C:9]2[N:18]=[C:19]([C:21]3[CH:26]=[CH:25][CH:24]=[CH:23][CH:22]=3)[S:20][C:8]=2[C:7]=1[OH:27])=[O:5])[CH3:2]. Reported procedure: A mixture of 7-benzyloxy-2-phenyl-4-piperidin-1-yl-thiazolo[4,5-c]pyridine-6-carboxylic acid ethyl ester (47 mg, 0.10 mmole) and 10% Pd/C (20 mg) in a mixture of ethanol and ethyl acetate (3 ml, 1:5) was hydrogenated at room temperature for 7 h before it was filtered, washed with ethyl acetate and concentrated in vacuo to give the title compound as a yellow oil (39 mg). MS: (+) m/z 384.34 (M+1), MS: (−) m/z 382.37 (M−1). Reactants: COC1=CC=C(C=C1)[C@H](C)NC(C=C(C)N)=O ((S)-3-amino-but-2-enoic acid [1-(4-methoxy-phenyl)-ethyl]-amide), BrC=1C=C(C=O)C=C(C1O)OCC (3-bromo-5-ethoxy-4-hydroxy-benzaldehyde), C(CC)C1CC(CC(C1)=O)=O (5-propylcyclohexane-1,3-dione). The solvent is C(C)O (ethanol). Run at temperature 80 celsius, time 18 hour. Yields the product COC1=CC=C(C=C1)[C@H](C)NC(=O)C1=C(NC=2CC(CC(C2C1C1=CC(=C(C(=C1)OCC)O)Br)=O)CCC)C (4-(3-Bromo-5-ethoxy-4-hydroxy-phenyl)-2-methyl-5-oxo-7-propyl-1,4,5,6,7,8-hexahydro-quinoline-3-carboxylic acid (1S)-[1-(4-methoxy-phenyl)-ethyl]-amide). RXN SMILES: [CH3:1][O:2][C:3]1[CH:8]=[CH:7][C:6]([C@@H:9]([NH:11][C:12](=[O:17])[CH:13]=[C:14]([NH2:16])[CH3:15])[CH3:10])=[CH:5][CH:4]=1.[Br:18][C:19]1[CH:20]=[C:21]([CH:24]=[C:25]([O:28][CH2:29][CH3:30])[C:26]=1[OH:27])[CH:22]=O.[CH2:31]([CH:34]1[CH2:39][C:38](=[O:40])[CH2:37][C:36](=O)[CH2:35]1)[CH2:32][CH3:33]>C(O)C>[CH3:1][O:2][C:3]1[CH:4]=[CH:5][C:6]([C@@H:9]([NH:11][C:12]([C:13]2[CH:22]([C:21]3[CH:24]=[C:25]([O:28][CH2:29][CH3:30])[C:26]([OH:27])=[C:19]([Br:18])[CH:20]=3)[C:37]3[C:38](=[O:40])[CH2:39][CH:34]([CH2:31][CH2:32][CH3:33])[CH2:35][C:36]=3[NH:16][C:14]=2[CH3:15])=[O:17])[CH3:10])=[CH:7][CH:8]=1. Procedure details: A mixture of (S)-3-amino-but-2-enoic acid [1-(4-methoxy-phenyl)-ethyl]-amide (10 g), 3-bromo-5-ethoxy-4-hydroxy-benzaldehyde (10.4 g) and 5-propylcyclohexane-1,3-dione (6.5 g) in ethanol (150 ml) was stirred at 80° C. for 18 hr. The mixture was concentrated in vacuo. The residue was dissolved in toluene (100 ml) and dichloromethane (50 ml) and evaporated until a precipitated formed. The solid obtained was then crystallized in EtOAc. Starting materials: C=O (Formaldehyde), FC=1C=C(C=CC1C1CCNCC1)NC1=NC=C(C(=N1)CCC1=C(C=CC=C1)CC(=O)N)C(F)(F)F (2-(2-(2-(2-((3-Fluoro-4-(piperidin-4-yl)phenyl)amino)-5-(trifluoromethyl)pyrimidin-4-yl)ethyl)phenyl)acetamide), C(C)(=O)O[BH-](OC(C)=O)OC(C)=O.[Na+] (Sodium triacetoxyborohydride). Solvent: CO (MeOH). Conditions: time 3 hour. Yields the product FC=1C=C(C=CC1C1CCN(CC1)C)NC1=NC=C(C(=N1)CCC1=C(C=CC=C1)CC(=O)N)C(F)(F)F (2-(2-(2-(2-((3-fluoro-4-(1-methylpiperidin-4-yl)phenyl)amino)-5-(trifluoromethyl)pyrimidin-4-yl)ethyl)phenyl)acetamide). Yield: 90.7%. Reaction SMILES: C=O.[F:3][C:4]1[CH:5]=[C:6]([NH:16][C:17]2[N:22]=[C:21]([CH2:23][CH2:24][C:25]3[CH:30]=[CH:29][CH:28]=[CH:27][C:26]=3[CH2:31][C:32]([NH2:34])=[O:33])[C:20]([C:35]([F:38])([F:37])[F:36])=[CH:19][N:18]=2)[CH:7]=[CH:8][C:9]=1[CH:10]1[CH2:15][CH2:14][NH:13][CH2:12][CH2:11]1.[C:39](O[BH-](OC(=O)C)OC(=O)C)(=O)C.[Na+]>CO>[F:3][C:4]1[CH:5]=[C:6]([NH:16][C:17]2[N:22]=[C:21]([CH2:23][CH2:24][C:25]3[CH:30]=[CH:29][CH:28]=[CH:27][C:26]=3[CH2:31][C:32]([NH2:34])=[O:33])[C:20]([C:35]([F:38])([F:36])[F:37])=[CH:19][N:18]=2)[CH:7]=[CH:8][C:9]=1[CH:10]1[CH2:11][CH2:12][N:13]([CH3:39])[CH2:14][CH2:15]1 |f:2.3|. Reported procedure: Formaldehyde (37 wt. % in H2O; 0.041 mL, 0.50 mmol) was added to a suspension of 2-(2-(2-(2-((3-fluoro-4-(piperidin-4-yl)phenyl)amino)-5-(trifluoromethyl)pyrimidin-4-yl)ethyl)phenyl)acetamide (7) (0.046 g, 0.092 mmol) in anhydrous MeOH (5 mL) under an atmosphere of nitrogen. Sodium triacetoxyborohydride (0.19 g, 0.10 mmol) was then added in one portion and the resulting mixture stirred at room temperature for 3 hours. The volatiles were removed in vacuo and the residue was partitioned between Et... Starting materials: C(Cl)Cl (methylene chloride), [OH-].[Na+] (sodium hydroxide), O (water), CN[C@H]1CC[C@H](C2=C1C=CC=C2)C=3C=CC(=C(C3)Cl)Cl.C(C(O)C1=CC=CC=C1)(=O)[O-] (sertraline mandelate). Run in C(C)(C)O (isopropanol). Conditions: temperature 50 celsius, time 3 hour. Yields the product CN[C@H]1CC[C@H](C2=C1C=CC=C2)C=3C=CC(=C(C3)Cl)Cl.Cl (Sertraline Hydrochloride). RXN SMILES: C(Cl)[Cl:2].O.[CH3:5][NH:6][C@@H:7]1[C:12]2[CH:13]=[CH:14][CH:15]=[CH:16][C:11]=2[C@H:10]([C:17]2[CH:18]=[CH:19][C:20]([Cl:24])=[C:21]([Cl:23])[CH:22]=2)[CH2:9][CH2:8]1.C([O-])(=O)C(C1C=CC=CC=1)O.[OH-].[Na+]>C(O)(C)C>[CH3:5][NH:6][C@@H:7]1[C:12]2[CH:13]=[CH:14][CH:15]=[CH:16][C:11]=2[C@H:10]([C:17]2[CH:18]=[CH:19][C:20]([Cl:24])=[C:21]([Cl:23])[CH:22]=2)[CH2:9][CH2:8]1.[ClH:2] |f:2.3,4.5,7.8|. Procedure details: To a 12 liter, 3 neck round-bottom flask equipped with mechanical stirrer, 4287ml of methylene chloride, 2553ml water and 638.3gms sertraline mandelate were combined. A 10% sodium hydroxide solution, 383ml, was then added and the resulting two clear layers were separated. The aqueous layer was further extracted with 2×586ml of methylene chloride. The combined methylene chloride layers were washed with 2×1110ml water and separated. The methylene chloride solution was atmospherically distilled and... Starting materials: CCO[Si](OCC)(OCC)c1ccc(C(=O)OC)cc1 (effective_coupling_partner), COc2ccc1cc(OC(=O)N(C)C)ccc1c2 (substrate). Reagents/catalysts: dcype. Run at temperature 120 celsius, time 12 hour. The product is COC(=O)c3ccc(c2ccc1cc(OC)ccc1c2)cc3. The reactants are C(C)(C)(C)C=1C=C2CCC(C2=CC1)CCO (2-(5-tert-butyl-1-indanyl)-1-ethanol), C=1C=C[NH+]=CC1.[O-][Cr](=O)(=O)Cl (PCC). Solvent: C(Cl)Cl (CH2Cl2), C(Cl)Cl (CH2Cl2). The product is C(C)(C)(C)C=1C=C2CCC(C2=CC1)CC=O (5-tert-butyl-1-indanacetaldehyde). The yield is 62.0%. RXN SMILES: [C:1]([C:5]1[CH:6]=[C:7]2[C:11](=[CH:12][CH:13]=1)[CH:10]([CH2:14][CH2:15][OH:16])[CH2:9][CH2:8]2)([CH3:4])([CH3:3])[CH3:2].C1C=C[NH+]=CC=1.[O-][Cr](Cl)(=O)=O>C(Cl)Cl>[C:1]([C:5]1[CH:6]=[C:7]2[C:11](=[CH:12][CH:13]=1)[CH:10]([CH2:14][CH:15]=[O:16])[CH2:9][CH2:8]2)([CH3:4])([CH3:2])[CH3:3] |f:1.2|. Reported procedure: Prepared in an analogous manner to that described in Example 4, via oxidation of 2-(5-tert-butyl-1-indanyl)-1-ethanol (3.85 g, 17.6 mmole) in CH2Cl2 (40 ml), by means of PCC (5.73 g, 25 mmole) in CH2Cl2 (60 ml). After the treatment described and bulb-to-bulb distillation (150°/40 Pa), there was obtained the desired carbaldehyde (2.34 g, yield 62%). RXN SMILES: [CH3:1][O:2][CH:3]([C:7]1[CH:16]=[CH:15][C:14]2[C:9](=[CH:10][CH:11]=[C:12]([O:17][CH3:18])[CH:13]=2)[CH:8]=1)[C:4]([OH:6])=O.[NH2:19][CH2:20][C:21]1[CH:28]=[CH:27][C:24]([C:25]#[N:26])=[CH:23][CH:22]=1>>[C:20]([C:21]1[CH:28]=[CH:27][C:24]([CH2:25][NH:26][C:4](=[O:6])[CH:3]([O:2][CH3:1])[C:7]2[CH:16]=[CH:15][C:14]3[C:9](=[CH:10][CH:11]=[C:12]([O:17][CH3:18])[CH:13]=3)[CH:8]=2)=[CH:23][CH:22]=1)#[N:19]. Procedure: (RS)-Methoxy-(6-methoxy-naphthalen-2-yl)-acetic acid was coupled with 4-aminomethyl benzonitrile according to general procedure C to give (RS)-N-(4-cyano-benzyl)-2-methoxy-2-(6-methoxy-naphthalen-2-yl)-acetamide. Off-white foam. MS 361.2 ([M+H]+) Reactants: COC(C(=O)O)C1=CC2=CC=C(C=C2C=C1)OC ((RS)-Methoxy-(6-methoxy-naphthalen-2-yl)-acetic acid), NCC1=CC=C(C#N)C=C1 (4-aminomethyl benzonitrile). Product: C(#N)C1=CC=C(CNC(C(C2=CC3=CC=C(C=C3C=C2)OC)OC)=O)C=C1 ((RS)-N-(4-cyano-benzyl)-2-methoxy-2-(6-methoxy-naphthalen-2-yl)-acetamide). Starting materials: [OH-].[Na+] (sodium hydroxide), ClC=1C=NC=C(C1SC1=C(C=C(S1)C(=O)OC)[N+](=O)[O-])Cl (Methyl 5-[(3,5-dichloro-4-pyridyl)sulfanyl]-4-nitro-thiophene-2-carboxylate). Run in O1CCCC1 (tetrahydrofuran), O (water). Run at time 4 hour. Yields the product ClC=1C=NC=C(C1SC1=C(C=C(S1)C(=O)O)[N+](=O)[O-])Cl (5-[(3,5-dichloro-4-pyridyl)sulfanyl]-4-nitro-thiophene-2-carboxylic acid). The yield is 46.7%. RXN SMILES: [OH-].[Na+].[Cl:3][C:4]1[CH:5]=[N:6][CH:7]=[C:8]([Cl:23])[C:9]=1[S:10][C:11]1[S:15][C:14]([C:16]([O:18]C)=[O:17])=[CH:13][C:12]=1[N+:20]([O-:22])=[O:21]>O1CCCC1.O>[Cl:23][C:8]1[CH:7]=[N:6][CH:5]=[C:4]([Cl:3])[C:9]=1[S:10][C:11]1[S:15][C:14]([C:16]([OH:18])=[O:17])=[CH:13][C:12]=1[N+:20]([O-:22])=[O:21] |f:0.1|. Procedure details: An aqueous solution of sodium hydroxide (1N, 1.5 mL, 1.5 mmol) was added to a solution of Methyl 5-[(3,5-dichloro-4-pyridyl)sulfanyl]-4-nitro-thiophene-2-carboxylate (0.275 g, 0.75 mmol) in tetrahydrofuran (5 mL), and the resulting mixture was stirred at ambient temperature for 4 hours. After this time the mixture was diluted with water (4.5 mL) and washed the ethyl ether (2×5 mL). The aqueous phase was then acidified to pH 5 by the addition of hydrochloric acid solution (1 M), then the product ... Starting materials: CC[SiH](CC)CC, C[Si](C)(C)CCOCn1ccc2c1ncc1ncc(C3CCN(C(=O)OCc4ccccc4)CC3)n12, Cl[Pd]Cl. Yields the product C[Si](C)(C)CCOCn1ccc2c1ncc1ncc(C3CCNCC3)n12. RXN SMILES: [CH2:37]([SiH:38]([CH2:39][CH3:40])[CH2:41][CH3:42])[CH3:43].[CH3:1][Si:2]([CH2:3][CH2:4][O:5][CH2:6][n:7]1[cH:8][cH:9][c:10]2[c:11]1[n:12][cH:13][c:14]1[n:15]2[c:16]([CH:19]2[CH2:20][CH2:21][N:22]([C:25]([O:26][CH2:27][c:28]3[cH:29][cH:30][cH:31][cH:32][cH:33]3)=[O:34])[CH2:23][CH2:24]2)[cH:17][n:18]1)([CH3:35])[CH3:36].[Cl:44][Pd:45][Cl:46]>>[CH3:1][Si:2]([CH2:3][CH2:4][O:5][CH2:6][n:7]1[cH:8][cH:9][c:10]2[c:11]1[n:12][cH:13][c:14]1[n:15]2[c:16]([CH:19]2[CH2:20][CH2:21][NH:22][CH2:23][CH2:24]2)[cH:17][n:18]1)([CH3:35])[CH3:36].